From a dataset of the Open Reaction Database (ORD), a public repository of structured organic reaction records. describe an organic reaction: reactants, conditions, products, and yield The product is CC(C)(C)[N+]([O-])=CCCc1ccccc1. The reactants are CC(C)(C)NO, ClC(Cl)Cl, O=CCCc1ccccc1, c1ccccc1. Reaction SMILES: [C:17]([CH3:18])([CH3:19])([CH3:20])[NH:21][OH:22].[CH:23]([Cl:24])([Cl:25])[Cl:26].[c:1]1([CH2:7][CH2:8][CH:9]=[O:10])[cH:2][cH:3][cH:4][cH:5][cH:6]1.[cH:11]1[cH:12][cH:13][cH:14][cH:15][cH:16]1>>[c:1]1([CH2:7][CH2:8][CH:9]=[N+:21]([C:17]([CH3:18])([CH3:19])[CH3:20])[O-:22])[cH:2][cH:3][cH:4][cH:5][cH:6]1.